Dataset: the Open Reaction Database (ORD), a public repository of structured organic reaction records. Task: describe an organic reaction: reactants, conditions, products, and yield Starting materials: COC(=O)NC(Cc1ccc(OC)cc1)C(=O)OCc1ccccc1, C1CCOC1. Yields the product COC(=O)NC(Cc1ccc(OC)cc1)C(=O)O. RXN SMILES: [CH2:1]([c:2]1[cH:3][cH:4][cH:5][cH:6][cH:7]1)[O:8][C:9]([CH:10]([NH:11][C:12](=[O:13])[O:14][CH3:15])[CH2:16][c:17]1[cH:18][cH:19][c:20]([O:23][CH3:24])[cH:21][cH:22]1)=[O:25].[O:26]1[CH2:27][CH2:28][CH2:29][CH2:30]1>>[O:8]=[C:9]([CH:10]([NH:11][C:12](=[O:13])[O:14][CH3:15])[CH2:16][c:17]1[cH:18][cH:19][c:20]([O:23][CH3:24])[cH:21][cH:22]1)[OH:25]. The reactants are Cc1cc(C(=O)N2Cc3cnn(C)c3Nc3ccccc32)ccc1OCCCC(=O)OC(C)(C)C, ClCCl, O=C(O)C(F)(F)F. Product: Cc1cc(C(=O)N2Cc3cnn(C)c3Nc3ccccc32)ccc1OCCCC(=O)O. Reaction SMILES: [C:8]([CH3:9])([CH3:10])([CH3:11])[O:12][C:13]([CH2:14][CH2:15][CH2:16][O:17][c:18]1[c:19]([CH3:41])[cH:20][c:21]([C:24](=[O:25])[N:26]2[c:27]3[c:28]([cH:37][cH:38][cH:39][cH:40]3)[NH:29][c:30]3[n:31]([CH3:36])[n:32][cH:33][c:34]3[CH2:35]2)[cH:22][cH:23]1)=[O:42].[Cl:43][CH2:44][Cl:45].[OH:1][C:2]([C:3]([F:4])([F:5])[F:6])=[O:7]>>[O:12]=[C:13]([CH2:14][CH2:15][CH2:16][O:17][c:18]1[c:19]([CH3:41])[cH:20][c:21]([C:24](=[O:25])[N:26]2[c:27]3[c:28]([cH:37][cH:38][cH:39][cH:40]3)[NH:29][c:30]3[n:31]([CH3:36])[n:32][cH:33][c:34]3[CH2:35]2)[cH:22][cH:23]1)[OH:42]. Starting materials: C1(CCCCC1)CCC[Mg]I (3-cyclohexylpropylmagnesium iodide), C(C)(C)(C)C1=C(C=C(C=C1)C=O)NC(CC1C2=CC=CC=C2OC=2C=CC=CC12)=O (N-(2-t-butyl-5-formylphenyl)-2-(9H-xanthen-9-yl)acetamide). Product: C(C)(C)(C)C1=C(C=C(C=C1)C(CCCC1CCCCC1)O)NC(CC1C2=CC=CC=C2OC=2C=CC=CC12)=O (N-[2-t-Butyl-5-(4-cyclohexyl-1-hydroxybutyl)phenyl]-2-(9H-xanthen-9-yl)acetamide). As a reaction SMILES: [CH:1]1([CH2:7][CH2:8][CH2:9][Mg]I)[CH2:6][CH2:5][CH2:4][CH2:3][CH2:2]1.[C:12]([C:16]1[CH:21]=[CH:20][C:19]([CH:22]=[O:23])=[CH:18][C:17]=1[NH:24][C:25](=[O:41])[CH2:26][CH:27]1[C:40]2[CH:39]=[CH:38][CH:37]=[CH:36][C:35]=2[O:34][C:33]2[C:28]1=[CH:29][CH:30]=[CH:31][CH:32]=2)([CH3:15])([CH3:14])[CH3:13]>>[C:12]([C:16]1[CH:21]=[CH:20][C:19]([CH:22]([OH:23])[CH2:9][CH2:8][CH2:7][CH:1]2[CH2:6][CH2:5][CH2:4][CH2:3][CH2:2]2)=[CH:18][C:17]=1[NH:24][C:25](=[O:41])[CH2:26][CH:27]1[C:28]2[CH:29]=[CH:30][CH:31]=[CH:32][C:33]=2[O:34][C:35]2[C:40]1=[CH:39][CH:38]=[CH:37][CH:36]=2)([CH3:15])([CH3:13])[CH3:14]. Procedure: Following a procedure similar to that described in Example 14, but using 3-cyclohexylpropylmagnesium iodide and N-(2-t-butyl-5-formylphenyl)-2-(9H-xanthen-9-yl)acetamide (prepared as described in Preparation 15) as starting materials, in relative proportions similar to those used in that Example, the title compound was obtained as a foam-like substance. Reactants: ClCCN1C(=NC2=CC=CC=C2C1=O)C1=CC=CC=C1 (3-(2-chloroethyl)-2-phenyl-4(3H)-quinazolinone), N1CCC(CC1)C1=CNC2=CC=CC=C12 (3-(4-piperidinyl)-1H-indole), C([O-])([O-])=O.[Na+].[Na+] (sodium carbonate), [I-].[K+] (potassium iodide). Run in CC(CC(C)=O)C (4-methyl-2-pentanone). Yields the product N1C=C(C2=CC=CC=C12)C1CCN(CC1)CCN1C(=NC2=CC=CC=C2C1=O)C1=CC=CC=C1 (3-[2-[4-(1H-indol-3-yl)-1-piperidinyl]ethyl]-2-phenyl-4(3H)-quinazolinone). RXN SMILES: Cl[CH2:2][CH2:3][N:4]1[C:13](=[O:14])[C:12]2[C:7](=[CH:8][CH:9]=[CH:10][CH:11]=2)[N:6]=[C:5]1[C:15]1[CH:20]=[CH:19][CH:18]=[CH:17][CH:16]=1.[NH:21]1[CH2:26][CH2:25][CH:24]([C:27]2[C:35]3[C:30](=[CH:31][CH:32]=[CH:33][CH:34]=3)[NH:29][CH:28]=2)[CH2:23][CH2:22]1.C(=O)([O-])[O-].[Na+].[Na+].[I-].[K+]>CC(C)CC(=O)C>[NH:29]1[C:30]2[C:35](=[CH:34][CH:33]=[CH:32][CH:31]=2)[C:27]([CH:24]2[CH2:25][CH2:26][N:21]([CH2:2][CH2:3][N:4]3[C:13](=[O:14])[C:12]4[C:7](=[CH:8][CH:9]=[CH:10][CH:11]=4)[N:6]=[C:5]3[C:15]3[CH:20]=[CH:19][CH:18]=[CH:17][CH:16]=3)[CH2:22][CH2:23]2)=[CH:28]1 |f:2.3.4,5.6|. Reported procedure: A mixture of 5.5 parts of 3-(2-chloroethyl)-2-phenyl-4(3H)-quinazolinone, 3.2 parts of 3-(4-piperidinyl)-1H-indole, 7 parts of sodium carbonate, 0.1 parts of potassium iodide and 200 parts of 4-methyl-2-pentanone is stirred and refluxed for 22 hours. The reaction mixture is filtered over Hyflo and the filtrate is evaporated. The residue is purified by column-chromatography over silic gel using a mixture of trichloromethane and methanol (92:8 by volume) as eluent. The pure fractions are collected...